Dataset: the Open Reaction Database (ORD), a public repository of structured organic reaction records. Task: describe an organic reaction: reactants, conditions, products, and yield Reactants: nitrile, amide, 6-substituted 4-bromo-2-bromomethyl-benzoic acid methyl ester, C(=O)([O-])[O-].[K+].[K+] (K2CO3), amide, C(#N)[Cu] (CuCN), [C-]#N.[Na+] (sodium cyanide), BrC1=CC=C(N)C=C1 (4-bromo-aniline), N(=O)OS(O)(=O)=O (nitrososulphuric acid), nitrile, CI (MeI), [OH-].[Na+] (NaOH), N(=O)[O-].[Na+] (NaNO2), N(=O)OS(O)(=O)=O (nitrososulphuric acid), [C-]#N.[Na+] (NaCN), (PhCO2)2, C1CC(=O)N(C1=O)Br (NBS), [Cu](C#N)C#N (copper cyanide), Cl (HCl), Cl (HCl). The product is C(C1=CC=CC=C1)(=O)O (benzoic acid). RXN SMILES: N([O-])=O.[Na+].Cl.[C-]#N.[Na+].C([Cu])#N.[OH-].[Na+].N(OS(=O)(=O)O)=O.CI.[C:23]([O-:26])([O-])=[O:24].[K+].[K+].C1C(=O)N(Br)C(=O)C1.Br[C:38]1[CH:44]=[CH:43][C:41](N)=[CH:40][CH:39]=1.[Cu](C#N)C#N>>[C:23]([OH:26])(=[O:24])[C:38]1[CH:44]=[CH:43][CH:41]=[CH:40][CH:39]=1 |f:0.1,3.4,6.7,10.11.12|. Reported procedure: Scheme 1 illustrates a representative synthesis of a 6-substituted 4-bromo-2-bromomethyl-benzoic acid methyl ester from commercially available precursors wherein the respective reaction steps comprise as follows: (a) NaNO2, aq. HCl; (b) NaCN, CuCN and HCl; (c) NaOH; (d) nitrososulphuric acid; (e) MeI and K2CO3, and (f) NBS and (PhCO2)2. Briefly, a 4-bromo-aniline may be diazotized under Sandmeyer reaction conditions, followed by conversion to the nitrile using sodium cyanide and copper cyanide. ...